This data is from the Open Reaction Database (ORD), a public repository of structured organic reaction records. The task is: describe an organic reaction: reactants, conditions, products, and yield RXN SMILES: C[C:2]1[CH:7]=[C:6](C)[CH:5]=[C:4]([CH3:9])[C:3]=1S([O-])(=O)=O.[NH2:14][N+:15]1[CH:20]=[C:19]([F:21])[C:18]([C:22]([O:24][CH3:25])=[O:23])=[CH:17][C:16]=1[NH2:26].C(Cl)(=O)C1C=CC=CC=1>N1C=CC=CC=1>[F:21][C:19]1[C:18]([C:22]([O:24][CH3:25])=[O:23])=[CH:17][C:16]2[N:15]([N:14]=[C:9]([C:4]3[CH:3]=[CH:2][CH:7]=[CH:6][CH:5]=3)[N:26]=2)[CH:20]=1 |f:0.1|. The product is FC=1C(=CC=2N(C1)N=C(N2)C2=CC=CC=C2)C(=O)OC (methyl 6-fluoro-2-phenyl-[1,2,4]triazolo[1,5-a]pyridine-7-carboxylate). Reported procedure: A mixture of 1,2-diamino-5-fluoro-4-(methoxycarbonyl)pyridinium 2,4,6-trimethylbenzenesulfonate (1.719 g, 4.46 mmol) and benzoyl chloride (1.03 ml, 8.92 mmol) in pyridine (12 ml) is stirred for 20 hours at 100° C. The solvent is evaporated and the residue stirred for 2.5 hours with sat. aqueous ammoniumchloride solution while neutralizing to pH 6-7 with sat. aqueous sodium bicarbonate solution. The solid is collected by filtration, washed with water and dried affording methyl 6-fluoro-2-phenyl-[... The reactants are CC1=C(C(=CC(=C1)C)C)S(=O)(=O)[O-].N[N+]1=C(C=C(C(=C1)F)C(=O)OC)N (1,2-diamino-5-fluoro-4-(methoxycarbonyl)pyridinium 2,4,6-trimethylbenzenesulfonate), C(C1=CC=CC=C1)(=O)Cl (benzoyl chloride). Run at temperature 100 celsius, time 20 hour. The solvent is N1=CC=CC=C1 (pyridine). Yield: 49.8%. Starting materials: BrC1=CC=C(CNC2=NC(=NC(=C2C(=C)OCC)C)C)C=C1 (4-(4-bromobenzylamino)-2,6-dimethyl-5-(1-ethoxyvinyl)pyrimidine), Cl (HCl). The solvent is CC(=O)C (acetone). Yields the product CC(=O)C=1C(=NC(=NC1C)C)NCC1=CC=C(C=C1)Br (Methyl(4-(4-bromobenzylamino)-2,6-dimethylpyrimidin-5-yl)ketone). The yield is 89.2%. As a reaction SMILES: [Br:1][C:2]1[CH:22]=[CH:21][C:5]([CH2:6][NH:7][C:8]2[C:13]([C:14]([O:16]CC)=[CH2:15])=[C:12]([CH3:19])[N:11]=[C:10]([CH3:20])[N:9]=2)=[CH:4][CH:3]=1.Cl>CC(C)=O>[CH3:15][C:14]([C:13]1[C:8]([NH:7][CH2:6][C:5]2[CH:4]=[CH:3][C:2]([Br:1])=[CH:22][CH:21]=2)=[N:9][C:10]([CH3:20])=[N:11][C:12]=1[CH3:19])=[O:16]. Procedure: A solution of 4-(4-bromobenzylamino)-2,6-dimethyl-5-(1-ethoxyvinyl)pyrimidine (2.72 g, 7.51 mmol), 1N HCl (8.3 mL), and acetone (8 mL) was heated under reflux for 2.5 h. The acetone was removed under reduced pressure and the aqueous phase was adjusted to pH 4 with 1N KOH. The resultant white precipitate was collected by filtration to give 2.24 g (89%) of product as a white solid. An analytical sample was recrystallized from hexane, mp 78°-80° C. The reactants are COCC(C)N, CC#N, CCN(C(C)C)C(C)C, O=[N+]([O-])c1c(-c2ccc(Cl)cc2Cl)ccnc1Cl. Yields the product COCC(C)Nc1nccc(-c2ccc(Cl)cc2Cl)c1[N+](=O)[O-]. As a reaction SMILES: [CH3:19][O:20][CH2:21][CH:22]([CH3:23])[NH2:24].[CH3:34][C:35]#[N:36].[CH:25]([N:26]([CH2:27][CH3:28])[CH:29]([CH3:30])[CH3:31])([CH3:32])[CH3:33].[Cl:1][c:2]1[n:3][cH:4][cH:5][c:6](-[c:11]2[c:12]([Cl:18])[cH:13][c:14]([Cl:17])[cH:15][cH:16]2)[c:7]1[N+:8](=[O:9])[O-:10]>>[c:2]1([NH:24][CH:22]([CH2:21][O:20][CH3:19])[CH3:23])[n:3][cH:4][cH:5][c:6](-[c:11]2[c:12]([Cl:18])[cH:13][c:14]([Cl:17])[cH:15][cH:16]2)[c:7]1[N+:8](=[O:9])[O-:10]. Reactants: O=C1C(O)=C([O-])[C@H](O1)[C@@H](O)CO.[Na+] (Sodium ascorbate), O (water), N(=[N+]=[N-])C1=CC=C(C=C1)C1=C(C(OC1(C)C)=C(C#N)C#N)C#N (2-[4-(4-azidophenyl)-3-cyano-5,5-dimethyl-5H-furan-2-ylidene]malononitrile), C(C)N(C1=CC=C(C=C1)C#C)CC (diethyl-(4-ethynyl-phenyl) amine). The reagents and catalysts are S(=O)(=O)([O-])[O-].[Cu+2] (copper sulfate). Solvent: C(C)O (ethanol). Reaction conditions: temperature 60 celsius. Product: C(#N)C=1C(OC(C1C1=CC=C(C=C1)N1N=NC(=C1)C1=CC=C(C=C1)N(CC)CC)(C)C)=C(C#N)C#N (2-(3-Cyano-4-{4-[4-(4-diethylamino-phenyl)-[1,2,3]triazol-1-yl]phenyl}5,5-dimethyl-5H-furan-2-ylidene)malononitrile). RXN SMILES: [N:1]([C:4]1[CH:9]=[CH:8][C:7]([C:10]2[C:14]([CH3:16])([CH3:15])[O:13][C:12](=[C:17]([C:20]#[N:21])[C:18]#[N:19])[C:11]=2[C:22]#[N:23])=[CH:6][CH:5]=1)=[N+:2]=[N-:3].[CH2:24]([N:26]([CH2:35][CH3:36])[C:27]1[CH:32]=[CH:31][C:30]([C:33]#[CH:34])=[CH:29][CH:28]=1)[CH3:25].O=C1O[C@H]([C@H](CO)O)C([O-])=C1O.[Na+].O>C(O)C.S([O-])([O-])(=O)=O.[Cu+2]>[C:22]([C:11]1[C:12](=[C:17]([C:20]#[N:21])[C:18]#[N:19])[O:13][C:14]([CH3:15])([CH3:16])[C:10]=1[C:7]1[CH:6]=[CH:5][C:4]([N:1]2[CH:34]=[C:33]([C:30]3[CH:31]=[CH:32][C:27]([N:26]([CH2:35][CH3:36])[CH2:24][CH3:25])=[CH:28][CH:29]=3)[N:3]=[N:2]2)=[CH:9][CH:8]=1)#[N:23] |f:2.3,6.7|. Reported procedure: To a mixture of 2-[4-(4-azidophenyl)-3-cyano-5,5-dimethyl-5H-furan-2-ylidene]malononitrile (60 mg, 0.20 mmol) and diethyl-(4-ethynyl-phenyl) amine (35 mg, 0.20 mmol) in ethanol (10 mL) was stirred at 60° C. Sodium ascorbate (14 mg, 0.07 mmol in 1 mL water) solution was added followed by copper sulfate (8 mg, 0.03 mmol in 1 mL water) solution. The mixture was stirred at 60° C. for 24 h, cooled, poured into cold water and was stirred at room temperature for 1 h. The precipitate formed was filtered...